This data is from the Open Reaction Database (ORD), a public repository of structured organic reaction records. The task is: describe an organic reaction: reactants, conditions, products, and yield Reactants: C=CC1(F)CN(C2CCCC2)c2nc(Nc3cc(F)c(C(=O)OC)cc3OC)ncc2N(C)C1=O, Cl. Yields the product C=CC1(F)CN(C2CCCC2)c2nc(Nc3cc(F)c(C(=O)O)cc3OC)ncc2N(C)C1=O. As a reaction SMILES: [CH:1]1([N:6]2[c:7]3[c:8]([cH:18][n:19][c:20]([NH:22][c:23]4[cH:24][c:25]([F:35])[c:26]([C:27](=[O:28])[O:29][CH3:30])[cH:31][c:32]4[O:33][CH3:34])[n:21]3)[N:9]([CH3:17])[C:10](=[O:16])[C:11]([CH:13]=[CH2:14])([F:15])[CH2:12]2)[CH2:2][CH2:3][CH2:4][CH2:5]1.[ClH:36]>>[CH:1]1([N:6]2[c:7]3[c:8]([cH:18][n:19][c:20]([NH:22][c:23]4[cH:24][c:25]([F:35])[c:26]([C:27](=[O:28])[OH:29])[cH:31][c:32]4[O:33][CH3:34])[n:21]3)[N:9]([CH3:17])[C:10](=[O:16])[C:11]([CH:13]=[CH2:14])([F:15])[CH2:12]2)[CH2:2][CH2:3][CH2:4][CH2:5]1. The reactants are [Li]CCCC, CCOC=O, Cc1cc(F)ccc1C(=Cc1nnnn1C)c1ccc(F)cc1C, C1CCOC1. The product is Cc1cc(F)ccc1C(=C(C=O)c1nnnn1C)c1ccc(F)cc1C. As a reaction SMILES: [CH2:25]([Li:26])[CH2:27][CH2:28][CH3:29].[CH:30](=[O:31])[O:32][CH2:33][CH3:34].[F:1][c:2]1[cH:3][c:4]([CH3:24])[c:5]([C:8](=[CH:9][c:10]2[n:11][n:12][n:13][n:14]2[CH3:15])[c:16]2[c:17]([CH3:23])[cH:18][c:19]([F:22])[cH:20][cH:21]2)[cH:6][cH:7]1.[O:35]1[CH2:36][CH2:37][CH2:38][CH2:39]1>>[F:1][c:2]1[cH:3][c:4]([CH3:24])[c:5]([C:8](=[C:9]([c:10]2[n:11][n:12][n:13][n:14]2[CH3:15])[CH:30]=[O:31])[c:16]2[c:17]([CH3:23])[cH:18][c:19]([F:22])[cH:20][cH:21]2)[cH:6][cH:7]1. Reactants: BrC=1C=C2C=NN=C(C2=CC1)O (6-bromophthalazin-1-ol), P(=O)(Cl)(Cl)Cl (phosphorous oxychloride), C(C)(C)N(CC)C(C)C (diisopropylethylamine). Reaction SMILES: [Br:1][C:2]1[CH:3]=[C:4]2[C:9](=[CH:10][CH:11]=1)[C:8](O)=[N:7][N:6]=[CH:5]2.P(Cl)(Cl)([Cl:15])=O.C(N(C(C)C)CC)(C)C>>[Br:1][C:2]1[CH:3]=[C:4]2[C:9](=[CH:10][CH:11]=1)[C:8]([Cl:15])=[N:7][N:6]=[CH:5]2. Procedure details: A mixture of 6-bromophthalazin-1(2H)-one (17, 2.6 g, 12 mmol) in phosphorous oxychloride (11 mL, 116 mmol) was treated with diisopropylethylamine (2.0 mL, 12 mmol). The mixture was stirred at room temperature for 30 min, then warmed up to a temperature of between about 95-100° C. and stirred under nitrogen. The suspension (reaction) became a deep brown solution in about 30 min, then a yellow solid precipitated out. After about 3 h, all of the starting material was converted, as appeared by TLC, ... The yield is 67.1%. Yields the product BrC=1C=C2C=NN=C(C2=CC1)Cl (6-bromo-1-chlorophthalazine). Reaction conditions: time 30 minute. Reactants: O=C(O)c1ccc(OCc2ccccc2)cc1, CCN=C=NCCCN(C)C, CN, Cl, Cl, c1ccncc1. The product is CNC(=O)c1ccc(OCc2ccccc2)cc1. Reaction SMILES: [CH2:4]([c:5]1[cH:6][cH:7][cH:8][cH:9][cH:10]1)[O:11][c:12]1[cH:13][cH:14][c:15]([C:16](=[O:17])[OH:18])[cH:19][cH:20]1.[CH3:22][N:23]([CH3:24])[CH2:25][CH2:26][CH2:27][N:28]=[C:29]=[N:30][CH2:31][CH3:32].[CH3:2][NH2:3].[ClH:1].[ClH:21].[cH:33]1[cH:34][cH:35][n:36][cH:37][cH:38]1>>[CH2:4]([c:5]1[cH:6][cH:7][cH:8][cH:9][cH:10]1)[O:11][c:12]1[cH:13][cH:14][c:15]([C:16](=[O:17])[NH:23][CH3:22])[cH:19][cH:20]1. Reactants: COCCN1CCN(c2ccc(N3CC(COS(C)(=O)=O)OC3=O)cc2F)CC1=O, [N-]=[N+]=[N-], [Na+], CN(C)C=O. Product: COCCN1CCN(c2ccc(N3CC(CN=[N+]=[N-])OC3=O)cc2F)CC1=O. RXN SMILES: [F:1][c:2]1[cH:3][c:4]([N:19]2[C:20](=[O:30])[O:21][CH:22]([CH2:24][O:25][S:26]([CH3:27])(=[O:28])=[O:29])[CH2:23]2)[cH:5][cH:6][c:7]1[N:8]1[CH2:9][C:10](=[O:18])[N:11]([CH2:14][CH2:15][O:16][CH3:17])[CH2:12][CH2:13]1.[N-:32]=[N+:33]=[N-:34].[Na+:31].[O:35]=[CH:36][N:37]([CH3:38])[CH3:39]>>[F:1][c:2]1[cH:3][c:4]([N:19]2[C:20](=[O:30])[O:21][CH:22]([CH2:24][N:32]=[N+:33]=[N-:34])[CH2:23]2)[cH:5][cH:6][c:7]1[N:8]1[CH2:9][C:10](=[O:18])[N:11]([CH2:14][CH2:15][O:16][CH3:17])[CH2:12][CH2:13]1. Starting materials: BrC1=C(C=CC=C1)CC(=O)O (2-bromophenylacetic acid), COC1=CC=C(C=C1)N (p-anisidine). Product: COC1=CC=C(C=C1)NC1=C(C=CC=C1)CC(=O)O (2-[(4-methoxyphenyl)amino]phenylacetic acid). RXN SMILES: Br[C:2]1[CH:7]=[CH:6][CH:5]=[CH:4][C:3]=1[CH2:8][C:9]([OH:11])=[O:10].[CH3:12][O:13][C:14]1[CH:19]=[CH:18][C:17]([NH2:20])=[CH:16][CH:15]=1>>[CH3:12][O:13][C:14]1[CH:19]=[CH:18][C:17]([NH:20][C:2]2[CH:7]=[CH:6][CH:5]=[CH:4][C:3]=2[CH2:8][C:9]([OH:11])=[O:10])=[CH:16][CH:15]=1. Reported procedure: In the manner described in example 3, 2-bromophenylacetic acid is condensed with p-anisidine to yield 2-[(4-methoxyphenyl)amino]phenylacetic acid.